From a dataset of the Open Reaction Database (ORD), a public repository of structured organic reaction records. describe an organic reaction: reactants, conditions, products, and yield Reactants: COC1=C(C=CC=C1)C1=CC=C(C=C1)C(=O)O (2′-methoxy-[1,1′-biphenyl]-4-carboxylic acid), C=1C=CN2C1CNC1=C(C2)C=CC=C1 (10,11-dihydro-5H-pyrrolo[2,1-c][1,4]benzodiazepine), C(C)(C)N(C(C)C)CC (N,N-diisopropylethyl amine). Run in ClCCl (dichloromethane), S(=O)(Cl)Cl (thionyl chloride), ClCCl (dichloromethane). Conditions: time 2 hour. Yields the product COC1=C(C=CC=C1)C1=CC=C(C=C1)C(=O)N1CC=2N(CC3=C1C=CC=C3)C=CC2 ((2′-Methoxy-[1,1′-biphenyl]-4-yl)-(5H,11H-pyrrolo[2,1-c][1,4]benzodiazepin-10-yl)-methanone). RXN SMILES: [CH3:1][O:2][C:3]1[CH:8]=[CH:7][CH:6]=[CH:5][C:4]=1[C:9]1[CH:14]=[CH:13][C:12]([C:15]([OH:17])=O)=[CH:11][CH:10]=1.[CH:18]1[CH:19]=[CH:20][N:21]2[CH2:27][C:26]3[CH:28]=[CH:29][CH:30]=[CH:31][C:25]=3[NH:24][CH2:23][C:22]=12.C(N(CC)C(C)C)(C)C>S(Cl)(Cl)=O.ClCCl>[CH3:1][O:2][C:3]1[CH:8]=[CH:7][CH:6]=[CH:5][C:4]=1[C:9]1[CH:10]=[CH:11][C:12]([C:15]([N:24]2[C:25]3[CH:31]=[CH:30][CH:29]=[CH:28][C:26]=3[CH2:27][N:21]3[CH:20]=[CH:19][CH:18]=[C:22]3[CH2:23]2)=[O:17])=[CH:13][CH:14]=1. Reported procedure: A suspension of 2′-methoxy-[1,1′-biphenyl]-4-carboxylic acid of Step B (1.0 g, 4.38 mmol) in thionyl chloride (6 mL) was heated at reflux for 30 min. After cooling, the thionyl chloride was removed in vacuo. The residue was dissolved in toluene and concentrated in vacuo to give the crude acid chloride as a yellow solid. The latter was then dissolved in dichloromethane (10 mL) and the solution was slowly added to a solution of 10,11-dihydro-5H-pyrrolo[2,1-c][1,4]benzodiazepine (0.97 g, 5.27 mmol)... Reactants: [N+](=O)(O)[O-] (nitric acid), S(O)(O)(=O)=O (sulphuric acid), NC1=NC(=NC=2CCC3=C(C12)C=CC(=C3)Br)N (1,3-diamino-8-bromo-5,6-dihydrobenzo[f]quinazoline). Run at temperature 2.5 celsius, time 45 minute. The product is NC1=NC=2C=CC3=C(C2C(N1)=O)C=C(C(=C3)Br)[N+](=O)[O-] (3-amino-8-bromo-9-nitrobenzo[f]quinazolin-1(2H)-one). RXN SMILES: [N+:1]([O-:4])(O)=[O:2].S(=O)(=O)(O)[OH:6].N[C:11]1[C:20]2[C:19]3[CH:21]=[CH:22][C:23]([Br:25])=[CH:24][C:18]=3[CH2:17][CH2:16][C:15]=2[N:14]=[C:13]([NH2:26])[N:12]=1>>[NH2:26][C:13]1[NH:12][C:11](=[O:6])[C:20]2[C:19]3[CH:21]=[C:22]([N+:1]([O-:4])=[O:2])[C:23]([Br:25])=[CH:24][C:18]=3[CH:17]=[CH:16][C:15]=2[N:14]=1. Procedure: To a mixture of fuming nitric acid (7 ml) and sulphuric acid (6 ml) at 0° C. was added 1,3-diamino-8-bromo-5,6-dihydrobenzo[f]quinazoline (1.0 g, 3.4 mmoles) in a single portion. The reaction mixture was stirred at 0-5° C. for 45 minutes, and then slowly poured onto ice (15 g). The resulting precipitate was filtered, washed with water (10 ml) and ether (10 ml), and resuspended in boiling 1N HCl (100 ml) for 1 hour. After cooling, the solid was filtered, triturated with hot ethanol, filtered agai... RXN SMILES: [N:19]1([C:25](=[O:26])[c:27]2[c:28]([C:33]([F:34])([F:35])[F:36])[cH:29][cH:30][cH:31][cH:32]2)[CH2:20][CH2:21][NH:22][CH2:23][CH2:24]1.[OH:1][CH:2]([CH2:3][CH2:4][NH:5][C:6](=[O:7])[c:8]1[n:9][n:10][c:11]([Cl:14])[cH:12][cH:13]1)[C:15]([CH3:16])([CH3:17])[CH3:18]>>[OH:1][CH:2]([CH2:3][CH2:4][NH:5][C:6](=[O:7])[c:8]1[n:9][n:10][c:11]([N:22]2[CH2:21][CH2:20][N:19]([C:25](=[O:26])[c:27]3[c:28]([C:33]([F:34])([F:35])[F:36])[cH:29][cH:30][cH:31][cH:32]3)[CH2:24][CH2:23]2)[cH:12][cH:13]1)[C:15]([CH3:16])([CH3:17])[CH3:18]. Starting materials: O=C(c1ccccc1C(F)(F)F)N1CCNCC1, CC(C)(C)C(O)CCNC(=O)c1ccc(Cl)nn1. Yields the product CC(C)(C)C(O)CCNC(=O)c1ccc(N2CCN(C(=O)c3ccccc3C(F)(F)F)CC2)nn1. Reactants: ice water, C(C)N1C=C(C(C2=CC(=C(C(=C12)C)F)F)=O)C(=O)OCC (ethyl 1-ethyl-6,7-difluoro-1,4-dihydro-8-methyl-4-oxo-3-quinolinecarboxylate), S(O)(O)(=O)=O (sulfuric acid), C(C)(=O)O (acetic acid). Solvent: O (water). Run at temperature 100 celsius, time 70 minute. Product: C(C)N1C=C(C(C2=CC(=C(C(=C12)C)F)F)=O)C(=O)O (1-Ethyl-6,7-difluoro-1,4-dihydro-8-methyl-4-oxo-3-quinolinecarboxylic acid). Yield: 92.1%. Reaction SMILES: [CH2:1]([N:3]1[C:12]2[C:7](=[CH:8][C:9]([F:15])=[C:10]([F:14])[C:11]=2[CH3:13])[C:6](=[O:16])[C:5]([C:17]([O:19]CC)=[O:18])=[CH:4]1)[CH3:2].S(=O)(=O)(O)O.C(O)(=O)C>O>[CH2:1]([N:3]1[C:12]2[C:7](=[CH:8][C:9]([F:15])=[C:10]([F:14])[C:11]=2[CH3:13])[C:6](=[O:16])[C:5]([C:17]([OH:19])=[O:18])=[CH:4]1)[CH3:2]. Procedure: A mixture of ethyl 1-ethyl-6,7-difluoro-1,4-dihydro-8-methyl-4-oxo-3-quinolinecarboxylate (0.96 g), concentrated sulfuric acid (0.5 ml) and acetic acid (4 ml) in water (4 ml) was stirred for 70 minutes on an oil bath at 100° C. The reacting mixture was poured into ice-water (25 ml), the resulting precipitate was collected by filtration, washed with water sufficiently to give the title compound (0.8 g) as colorless flakes, mp 219°-221° C. Reactants: [OH-].[K+] (KOH), COC(CCSCC1=CC=C(C=C1)C1=CC=C(C=C1)C1=CC=CC2=C1OC1=C2C=CC=C1)=O (3-(4′-dibenzofuran-4-yl-biphen-4-ylmethylsulfanyl)-propanoic acid methyl ester), Cl (HCl). Solvent: C1CCOC1 (THF), CO (methanol), C(C)(=O)OCC (ethyl acetate). Reaction conditions: time 1 hour. Yields the product C1=CC=C(C=2OC3=C(C21)C=CC=C3)C3=CC=C(C2=CC=C(C=C2)CSCCC(=O)O)C=C3 (3-(4′-dibenzofuran-4-yl-biphen-4-ylmethylsulfanyl)-propanoic acid). Yield: 89.2%. RXN SMILES: C[O:2][C:3](=[O:33])[CH2:4][CH2:5][S:6][CH2:7][C:8]1[CH:13]=[CH:12][C:11]([C:14]2[CH:19]=[CH:18][C:17]([C:20]3[C:25]4[O:26][C:27]5[CH:32]=[CH:31][CH:30]=[CH:29][C:28]=5[C:24]=4[CH:23]=[CH:22][CH:21]=3)=[CH:16][CH:15]=2)=[CH:10][CH:9]=1.[OH-].[K+].Cl>C1COCC1.CO.C(OCC)(=O)C>[CH:23]1[C:24]2[C:28]3[CH:29]=[CH:30][CH:31]=[CH:32][C:27]=3[O:26][C:25]=2[C:20]([C:17]2[CH:18]=[CH:19][C:14]([C:11]3[CH:12]=[CH:13][C:8]([CH2:7][S:6][CH2:5][CH2:4][C:3]([OH:33])=[O:2])=[CH:9][CH:10]=3)=[CH:15][CH:16]=2)=[CH:21][CH:22]=1 |f:1.2|. Procedure: A solution of 3-(4′-dibenzofuran-4-yl-biphen-4-ylmethylsulfanyl)-propanoic acid methyl ester (210 mg, 0.46 mmol) in THF (2 mL) and methanol (2 mL) was cooled to 0° C. and treated with 2 N KOH (1.0 mL). After stirring at room temperature for 1 h the solution was acidified with 10% HCl to pH 2 and diluted with ethyl acetate (25 mL). After being seperated, the aqueous layer was extracted with ethyl acetate (3×15 mL) and the combined organic layers were dried over MgSO4 and concentrated. Purificatio... RXN SMILES: [F:1][C:2]([F:33])([F:32])[C:3]1[CH:4]=[C:5]([CH:25]=[C:26]([C:28]([F:31])([F:30])[F:29])[CH:27]=1)[C:6]([N:8]1[CH2:24][CH2:23][C:11]2([N:15]([C:16]3[CH:21]=[CH:20][CH:19]=[CH:18][CH:17]=3)[CH2:14][NH:13][C:12]2=[O:22])[CH2:10][CH2:9]1)=[O:7]>BrCC(N)=O.COCCOC>[F:33][C:2]([F:1])([F:32])[C:3]1[CH:4]=[C:5]([CH:25]=[C:26]([C:28]([F:31])([F:30])[F:29])[CH:27]=1)[C:6]([N:8]1[CH2:9][CH2:10][C:11]2([N:15]([C:16]3[CH:17]=[CH:18][CH:19]=[CH:20][CH:21]=3)[CH2:14][N:13]([CH2:5][C:6]([NH2:8])=[O:7])[C:12]2=[O:22])[CH2:23][CH2:24]1)=[O:7]. Run in BrCC(=O)N (2-bromoacetamide), COCCOC (1,2-dimethoxyethane). The reactants are FC(C=1C=C(C(=O)N2CCC3(C(NCN3C3=CC=CC=C3)=O)CC2)C=C(C1)C(F)(F)F)(F)F (8-(3,5-bis-trifluoromethyl-benzoyl)-1-phenyl-1,3,8-triaza-spiro[4.5]decan-4-one). The product is FC(C=1C=C(C(=O)N2CCC3(C(N(CN3C3=CC=CC=C3)CC(=O)N)=O)CC2)C=C(C1)C(F)(F)F)(F)F (2-[8-(3,5-Bis-trifluoromethyl-benzoyl)-4-oxo-1-phenyl-1,3,8-triaza-spiro[4.5]dec-3-yl]-acetamide). Reported procedure: The title compound, MS: m/e=529.2 (M+H+), was prepared in accordance with the general method of example 4 from 8-(3,5-bis-trifluoromethyl-benzoyl)-1-phenyl-1,3,8-triaza-spiro[4.5]decan-4-one and 2-bromoacetamide in 1,2-dimethoxyethane as solvent. Conditions: time 9 hour. RXN SMILES: C([NH:8][C:9]1[CH:14]=[C:13]([C:15]2[N:19]([C:20]3[CH:25]=[CH:24][CH:23]=[C:22]([CH3:26])[CH:21]=3)[N:18]=[C:17]([CH3:27])[CH:16]=2)[CH:12]=[CH:11][N:10]=1)C1C=CC=CC=1>C(O)(=O)C.[OH-].[Pd+2].[OH-]>[NH2:8][C:9]1[CH:14]=[C:13]([C:15]2[N:19]([C:20]3[CH:25]=[CH:24][CH:23]=[C:22]([CH3:26])[CH:21]=3)[N:18]=[C:17]([CH3:27])[CH:16]=2)[CH:12]=[CH:11][N:10]=1 |f:2.3.4|. The product is NC1=NC=CC(=C1)C1=CC(=NN1C1=CC(=CC=C1)C)C (2-Amino-4-[1-(3-methylphenyl)-3-methyl-1H-pyrazol-5-yl]pyridine). Procedure details: A mixture of 2-benzylamino-4-[1-(3-methylphenyl)-3-methyl-1H-pyrazol-5-yl]pyridine (Example 19; 1.03 g, 0.0029 mol) and palladium hydroxide (0.2 g)in acetic acid was hydrogenated under 60 psi at 40° C. for 9 hours. The mixture was cooled and filtered through a pad of Celite™. The filtrate was concentrated and purified by chromatography on silica gel (ethyl acetate/hexane, 1:1) to give 0.43 g of product as a white solid: mp: 124-125° C.; Anal. Calc'd. for C16H16N4: C, 72.70; H, 6.10; N, 21.20. Fo... The solvent is C(C)(=O)O (acetic acid). Reactants: C(C1=CC=CC=C1)NC1=NC=CC(=C1)C1=CC(=NN1C1=CC(=CC=C1)C)C (2-(Benzylamino)-4-[1-(3-methylphenyl)-3-methyl-1H-pyrazol-5-yl]pyridine). Isolated yield 56.1%. The reagents and catalysts are [OH-].[Pd+2].[OH-] (palladium hydroxide).